Dataset: the Open Reaction Database (ORD), a public repository of structured organic reaction records. Task: describe an organic reaction: reactants, conditions, products, and yield Starting materials: O=C(OCc1ccccc1)C1CCCc2[nH]c3ccccc3c21, CN(C)C=O, CC(=O)O, [H-], [Na+], O, Cc1ccc(C(=O)Cl)cc1. Product: Cc1ccc(C(=O)n2c3c(c4ccccc42)C(C(=O)OCc2ccccc2)CCC3)cc1. As a reaction SMILES: [CH2:8]1[CH2:9][CH2:10][CH:11]([C:21](=[O:22])[O:23][CH2:24][c:25]2[cH:26][cH:27][cH:28][cH:29][cH:30]2)[c:12]2[c:13]3[cH:14][cH:15][cH:16][cH:17][c:18]3[nH:19][c:20]21.[CH3:3][N:4]([CH3:5])[CH:6]=[O:7].[CH3:42][C:43](=[O:44])[OH:45].[H-:1].[Na+:2].[OH2:41].[c:31]1([CH3:40])[cH:32][cH:33][c:34]([C:37](=[O:38])[Cl:39])[cH:35][cH:36]1>>[CH2:8]1[CH2:9][CH2:10][CH:11]([C:21](=[O:22])[O:23][CH2:24][c:25]2[cH:26][cH:27][cH:28][cH:29][cH:30]2)[c:12]2[c:13]3[cH:14][cH:15][cH:16][cH:17][c:18]3[n:19]([C:37]([c:34]3[cH:33][cH:32][c:31]([CH3:40])[cH:36][cH:35]3)=[O:38])[c:20]21. Reactants: COc1cc2c(cc1OCCCBr)CCC2=O, C1CCNC1, COCCOC. Yields the product COc1cc2c(cc1OCCCN1CCCC1)CCC2=O. Reaction SMILES: [Br:1][CH2:2][CH2:3][CH2:4][O:5][c:6]1[cH:7][c:8]2[c:12]([cH:13][c:14]1[O:15][CH3:16])[C:11](=[O:17])[CH2:10][CH2:9]2.[CH2:18]1[CH2:19][CH2:20][NH:21][CH2:22]1.[CH3:23][O:24][CH2:25][CH2:26][O:27][CH3:28]>>[CH2:2]([CH2:3][CH2:4][O:5][c:6]1[cH:7][c:8]2[c:12]([cH:13][c:14]1[O:15][CH3:16])[C:11](=[O:17])[CH2:10][CH2:9]2)[N:21]1[CH2:20][CH2:19][CH2:18][CH2:22]1. Starting materials: O=C([O-])[O-], C=CCBr, CC(=O)CC(C)C, Oc1ccc(Oc2ccccc2Cl)cc1, [K+], [K+]. Yields the product C=CCc1cc(Oc2ccccc2Cl)ccc1O. RXN SMILES: [C:20](=[O:21])([O-:22])[O-:23].[CH2:16]([CH:17]=[CH2:18])[Br:19].[CH2:26]([C:27]([CH3:28])=[O:29])[CH:30]([CH3:31])[CH3:32].[Cl:1][c:2]1[c:3]([O:4][c:5]2[cH:6][cH:7][c:8]([OH:11])[cH:9][cH:10]2)[cH:12][cH:13][cH:14][cH:15]1.[K+:24].[K+:25]>>[Cl:1][c:2]1[c:3]([O:4][c:5]2[cH:6][c:7]([CH2:18][CH:17]=[CH2:16])[c:8]([OH:11])[cH:9][cH:10]2)[cH:12][cH:13][cH:14][cH:15]1. The reactants are OC1=CC=C(C=C1)C1=CC=CC=C1 (p-hydroxybiphenyl), CN(C(=S)Cl)C (dimethylthiocarbamoyl chloride). Product: SC1=CC=C(C=C1)C1=CC=CC=C1 (4-mercaptobiphenyl). The yield is 39.0%. RXN SMILES: O[C:2]1[CH:7]=[CH:6][C:5]([C:8]2[CH:13]=[CH:12][CH:11]=[CH:10][CH:9]=2)=[CH:4][CH:3]=1.CN(C)C(Cl)=[S:17]>>[SH:17][C:2]1[CH:7]=[CH:6][C:5]([C:8]2[CH:13]=[CH:12][CH:11]=[CH:10][CH:9]=2)=[CH:4][CH:3]=1. Reported procedure: The reaction of p-hydroxybiphenyl with dimethylthiocarbamoyl chloride followed by Newman-Kwart rearrangement and finally hydrolysis (see J. Het. Chem. 15, 281 (1978) and WO 96/25 936) affords 4-mercaptobiphenyl only in a yield of 39%. Starting materials: Cl (hydrochloric acid), COC(=O)C1CCCC1=O (methyl cyclopentanone-2-carboxylate), S(=O)(=O)(O)O.CSC(N)=N (S-methylisothiourea sulfate), [OH-].[K+] (KOH). The solvent is CO (methanol), O (water). Reaction conditions: time 8 hour. The product is CSC1=NC2=C(C(=N1)O)CCC2 (2-Methylthio-6,7-dihydro-5H-cyclopentapyrimidin-4-ol). The yield is 57.2%. As a reaction SMILES: C[O:2][C:3]([CH:5]1[C:9](=O)[CH2:8][CH2:7][CH2:6]1)=O.S(O)(O)(=O)=O.[CH3:16][S:17][C:18](=[NH:20])[NH2:19].[OH-].[K+].Cl>CO.O>[CH3:16][S:17][C:18]1[N:20]=[C:3]([OH:2])[C:5]2[CH2:6][CH2:7][CH2:8][C:9]=2[N:19]=1 |f:1.2,3.4|. Procedure details: 46.9 g (330 mmol) of methyl cyclopentanone-2-carboxylate and 53.5 g (192 mmol) of S-methylisothiourea sulfate were successively added to 29.6 g (528 mmol) of KOH in 396 ml of methanol, and the mixture was stirred at room temperature overnight, acidified with 1N hydrochloric acid and diluted with water. The crystals which separated out were filtered off with suction and dried. 20 g of crystals were obtained. Starting materials: COC(=O)CC1CN(C(=O)OC(C)(C)C)CCC12CC(c1ccc(OCc3cc(C)nc4ccccc34)cc1)=NO2, ClCCl, O=C(O)C(F)(F)F. Yields the product COC(=O)CC1CNCCC12CC(c1ccc(OCc3cc(C)nc4ccccc34)cc1)=NO2. RXN SMILES: [C:1]([O:2][C:3](=[O:4])[N:8]1[CH2:9][CH:10]([CH2:37][C:38](=[O:39])[O:40][CH3:41])[C:11]2([CH2:12][C:13]([c:16]3[cH:17][cH:18][c:19]([O:22][CH2:23][c:24]4[cH:25][c:26]([CH3:34])[n:27][c:28]5[cH:29][cH:30][cH:31][cH:32][c:33]45)[cH:20][cH:21]3)=[N:14][O:15]2)[CH2:35][CH2:36]1)([CH3:5])([CH3:6])[CH3:7].[CH2:49]([Cl:50])[Cl:51].[F:42][C:43]([F:44])([F:45])[C:46]([OH:47])=[O:48]>>[NH:8]1[CH2:9][CH:10]([CH2:37][C:38](=[O:39])[O:40][CH3:41])[C:11]2([CH2:12][C:13]([c:16]3[cH:17][cH:18][c:19]([O:22][CH2:23][c:24]4[cH:25][c:26]([CH3:34])[n:27][c:28]5[cH:29][cH:30][cH:31][cH:32][c:33]45)[cH:20][cH:21]3)=[N:14][O:15]2)[CH2:35][CH2:36]1. The reactants are BrC1=COC2=C1C=NC(=C2O[C@H](C)C2=C(C(=CC=C2Cl)F)Cl)N (3-bromo-7-[(R)-1-(2,6-dichloro-3-fluorophenyl)-ethoxy]-furo[3,2-c]pyridin-6-ylamine), C1(=CC=CC=C1)B(O)O (phenylboronic acid), C(=O)([O-])[O-].[Cs+].[Cs+] (Cs2CO3). The reagents and catalysts are C=1C=CC(=CC1)[P](C=2C=CC=CC2)(C=3C=CC=CC3)[Pd]([P](C=4C=CC=CC4)(C=5C=CC=CC5)C=6C=CC=CC6)([P](C=7C=CC=CC7)(C=8C=CC=CC8)C=9C=CC=CC9)[P](C=1C=CC=CC1)(C=1C=CC=CC1)C=1C=CC=CC1 (Pd(PPh3)4). Solvent: COCCOC (DME), O (H2O), CCOC(=O)C (EtOAc). Run at temperature 100 celsius. The product is ClC1=C(C(=CC=C1F)Cl)[C@@H](C)OC=1C2=C(C=NC1N)C(=CO2)C2=CC=CC=C2 (7-[(R)-1-(2,6-dichloro-3-fluorophenyl)-ethoxy]-3-phenyl-furo[3,2-c]pyridin-6-ylamine). The yield is 41.5%. As a reaction SMILES: Br[C:2]1[C:6]2[CH:7]=[N:8][C:9]([NH2:23])=[C:10]([O:11][C@@H:12]([C:14]3[C:19]([Cl:20])=[CH:18][CH:17]=[C:16]([F:21])[C:15]=3[Cl:22])[CH3:13])[C:5]=2[O:4][CH:3]=1.[C:24]1(B(O)O)[CH:29]=[CH:28][CH:27]=[CH:26][CH:25]=1.C([O-])([O-])=O.[Cs+].[Cs+]>COCCOC.O.CCOC(C)=O.C1C=CC([P]([Pd]([P](C2C=CC=CC=2)(C2C=CC=CC=2)C2C=CC=CC=2)([P](C2C=CC=CC=2)(C2C=CC=CC=2)C2C=CC=CC=2)[P](C2C=CC=CC=2)(C2C=CC=CC=2)C2C=CC=CC=2)(C2C=CC=CC=2)C2C=CC=CC=2)=CC=1>[Cl:22][C:15]1[C:16]([F:21])=[CH:17][CH:18]=[C:19]([Cl:20])[C:14]=1[C@H:12]([O:11][C:10]1[C:5]2[O:4][CH:3]=[C:2]([C:24]3[CH:29]=[CH:28][CH:27]=[CH:26][CH:25]=3)[C:6]=2[CH:7]=[N:8][C:9]=1[NH2:23])[CH3:13] |f:2.3.4,^1:55,57,76,95|. Procedure: A mixture of 3-bromo-7-[(R)-1-(2,6-dichloro-3-fluorophenyl)-ethoxy]-furo[3,2-c]pyridin-6-ylamine (25 mg, 0.0595 mmol), phenylboronic acid (8.7 mg, 0.071 mmol), Cs2CO3 (58 mg, 0.18 mmol), and Pd(PPh3)4 (6.9 mg, 0.006 mmol) in DME (1.5 mL) and H2O (0.5 mL) was degassed and refilled with nitrogen (3×). This mixture was then heated at 100° C. using microwave for 30 min. LC-MS showed completion of the reaction. The reaction mixture was diluted with EtOAc (30 mL), washed with brine (10 mL), and dried ... Procedure details: 7-[4-(2-butoxyethoxy)phenyl]-N-[4-[hydroxy(4-methylpyridin-2-yl) methyl]phenyl]-1-trifluoroacetyl-2,3-dihydro-1H-1-benzazepine-4-carboxamide (0.6 g) was dissolved in dichloromethane (20 ml), and to the solution was added 3-chloroperbenzoic acid (0.3 g) under ice-cooling and the mixture was stirred overnight at room temperature. An aqueous solution of sodium thiosulfate was added to the mixture. The mixture was concentrated, and extracted with ethyl acetate. The organic layer was washed with sodi... The reactants are ClC1=CC(=CC=C1)C(=O)OO (3-chloroperbenzoic acid), C(CCC)OCCOC1=CC=C(C=C1)C=1C=CC2=C(C=C(CCN2C(C(F)(F)F)=O)C(=O)NC2=CC=C(C=C2)C(C2=NC=CC(=C2)C)O)C1 (7-[4-(2-butoxyethoxy)phenyl]-N-[4-[hydroxy(4-methylpyridin-2-yl) methyl]phenyl]-1-trifluoroacetyl-2,3-dihydro-1H-1-benzazepine-4-carboxamide), S(=S)(=O)([O-])[O-].[Na+].[Na+] (sodium thiosulfate). As a reaction SMILES: [CH2:1]([O:5][CH2:6][CH2:7][O:8][C:9]1[CH:14]=[CH:13][C:12]([C:15]2[CH:16]=[CH:17][C:18]3[N:24]([C:25](=[O:30])[C:26]([F:29])([F:28])[F:27])[CH2:23][CH2:22][C:21]([C:31]([NH:33][C:34]4[CH:39]=[CH:38][C:37]([CH:40]([OH:48])[C:41]5[CH:46]=[C:45]([CH3:47])[CH:44]=[CH:43][N:42]=5)=[CH:36][CH:35]=4)=[O:32])=[CH:20][C:19]=3[CH:49]=2)=[CH:11][CH:10]=1)[CH2:2][CH2:3][CH3:4].ClC1C=CC=C(C(OO)=[O:58])C=1.S([O-])([O-])(=O)=S.[Na+].[Na+]>ClCCl>[CH2:1]([O:5][CH2:6][CH2:7][O:8][C:9]1[CH:10]=[CH:11][C:12]([C:15]2[CH:16]=[CH:17][C:18]3[N:24]([C:25](=[O:30])[C:26]([F:29])([F:28])[F:27])[CH2:23][CH2:22][C:21]([C:31]([NH:33][C:34]4[CH:39]=[CH:38][C:37]([CH:40]([OH:48])[C:41]5[CH:46]=[C:45]([CH3:47])[CH:44]=[CH:43][N+:42]=5[O-:58])=[CH:36][CH:35]=4)=[O:32])=[CH:20][C:19]=3[CH:49]=2)=[CH:13][CH:14]=1)[CH2:2][CH2:3][CH3:4] |f:2.3.4|. Conditions: time 8 hour. Run in ClCCl (dichloromethane). Yields the product C(CCC)OCCOC1=CC=C(C=C1)C=1C=CC2=C(C=C(CCN2C(C(F)(F)F)=O)C(=O)NC2=CC=C(C=C2)C(C2=[N+](C=CC(=C2)C)[O-])O)C1 (7-[4-(2-butoxyethoxy) phenyl]-N-[4-[hydroxy(4-methyl-1-oxidopyridin-2-yl)methyl]phenyl]-1-trifluoroacetyl-2,3-dihydro-1H-1-benzazepine-4-carboxamide). Isolated yield 52.1%.